This data is from the Open Reaction Database (ORD), a public repository of structured organic reaction records. The task is: describe an organic reaction: reactants, conditions, products, and yield The yield is 85.7%. Product: C1(CC1)C1=CC(=C(C(=C1C1=CC=C(C=C1)F)F)OCC)CN1CCC(CC1)N1C(C=2C=C(C(=NC2CC1)C)C(=O)O)=O (6-(1-((6-Cyclopropyl-3-ethoxy-2,4′-difluorobiphenyl-4-yl)methyl)piperidin-4-yl)-2-methyl-5-oxo-5,6,7,8-tetrahydro-1,6-naphthyridine-3-carboxylic acid). Reaction conditions: temperature 50 celsius, time 30 minute. Procedure details: A 2 M aqueous sodium hydroxide solution (1.0 mL) was added at room temperature to a methanol (4 mL) solution of methyl 6-(1-((6-cyclopropyl-3-ethoxy-2,4′-difluorobiphenyl-4-yl)methyl)piperidin-4-yl)-2-methyl-5-oxo-5,6,7,8-tetrahydro-1,6-naphthyridine-3-carboxylate (460 mg), and the mixture was stirred at 50° C. for 30 minutes. The reaction mixture was neutralized with hydrochloric acid at room temperature and then stirred at room temperature for 2 hours, and then, the deposited solid was collect... Reaction SMILES: [OH-].[Na+].[CH:3]1([C:6]2[C:11]([C:12]3[CH:17]=[CH:16][C:15]([F:18])=[CH:14][CH:13]=3)=[C:10]([F:19])[C:9]([O:20][CH2:21][CH3:22])=[C:8]([CH2:23][N:24]3[CH2:29][CH2:28][CH:27]([N:30]4[CH2:39][CH2:38][C:37]5[N:36]=[C:35]([CH3:40])[C:34]([C:41]([O:43]C)=[O:42])=[CH:33][C:32]=5[C:31]4=[O:45])[CH2:26][CH2:25]3)[CH:7]=2)[CH2:5][CH2:4]1.Cl>CO>[CH:3]1([C:6]2[C:11]([C:12]3[CH:17]=[CH:16][C:15]([F:18])=[CH:14][CH:13]=3)=[C:10]([F:19])[C:9]([O:20][CH2:21][CH3:22])=[C:8]([CH2:23][N:24]3[CH2:25][CH2:26][CH:27]([N:30]4[CH2:39][CH2:38][C:37]5[N:36]=[C:35]([CH3:40])[C:34]([C:41]([OH:43])=[O:42])=[CH:33][C:32]=5[C:31]4=[O:45])[CH2:28][CH2:29]3)[CH:7]=2)[CH2:5][CH2:4]1 |f:0.1|. The solvent is CO (methanol). Starting materials: [OH-].[Na+] (sodium hydroxide), C1(CC1)C1=CC(=C(C(=C1C1=CC=C(C=C1)F)F)OCC)CN1CCC(CC1)N1C(C=2C=C(C(=NC2CC1)C)C(=O)OC)=O (methyl 6-(1-((6-cyclopropyl-3-ethoxy-2,4′-difluorobiphenyl-4-yl)methyl)piperidin-4-yl)-2-methyl-5-oxo-5,6,7,8-tetrahydro-1,6-naphthyridine-3-carboxylate), Cl (hydrochloric acid). The reactants are CO, CCOC(=O)Nc1cc2c(cc1[N+](=O)[O-])C(Nc1ccc(F)cc1)CC2. Product: CCOC(=O)Nc1cc2c(cc1N)C(Nc1ccc(F)cc1)CC2. RXN SMILES: [CH3:27][OH:28].[F:1][c:2]1[cH:3][cH:4][c:5]([NH:8][CH:9]2[CH2:10][CH2:11][c:12]3[cH:13][c:14]([NH:21][C:22]([O:23][CH2:24][CH3:25])=[O:26])[c:15]([N+:18]([O-:19])=[O:20])[cH:16][c:17]32)[cH:6][cH:7]1>>[F:1][c:2]1[cH:3][cH:4][c:5]([NH:8][CH:9]2[CH2:10][CH2:11][c:12]3[cH:13][c:14]([NH:21][C:22]([O:23][CH2:24][CH3:25])=[O:26])[c:15]([NH2:18])[cH:16][c:17]32)[cH:6][cH:7]1. Starting materials: FC1(CCC(CC1)CNC(=O)C=1C=2C=CC(=NC2C=CC1Cl)Cl)F (2,6-dichloro-quinoline-5-carboxylic acid (4,4-difluoro-cyclohexylmethyl)-amide), CCN(C(C)C)C(C)C (DIPEA), F[C@H]1CNCC1 ((R)-3-fluoropyrrolidine). Yields the product FC1(CCC(CC1)CNC(=O)C=1C=2C=CC(=NC2C=CC1Cl)N1C[C@@H](CC1)F)F (6-Chloro-2-((R)-3-fluoropyrrolidin-1-yl)-quinoline-5-carboxylic acid (4,4-difluoro-cyclohexylmethyl)-amide). RXN SMILES: [F:1][C:2]1([F:24])[CH2:7][CH2:6][CH:5]([CH2:8][NH:9][C:10]([C:12]2[C:13]3[CH:14]=[CH:15][C:16](Cl)=[N:17][C:18]=3[CH:19]=[CH:20][C:21]=2[Cl:22])=[O:11])[CH2:4][CH2:3]1.CCN(C(C)C)C(C)C.[F:34][C@@H:35]1[CH2:39][CH2:38][NH:37][CH2:36]1>>[F:1][C:2]1([F:24])[CH2:7][CH2:6][CH:5]([CH2:8][NH:9][C:10]([C:12]2[C:13]3[CH:14]=[CH:15][C:16]([N:37]4[CH2:38][CH2:39][C@@H:35]([F:34])[CH2:36]4)=[N:17][C:18]=3[CH:19]=[CH:20][C:21]=2[Cl:22])=[O:11])[CH2:4][CH2:3]1. Reported procedure: The title compound was synthesized according to the procedure described in example 1 using 2,6-dichloro-quinoline-5-carboxylic acid (4,4-difluoro-cyclohexylmethyl)-amide, DIPEA and (R)-3-fluoropyrrolidine. 1H NMR (400 MHz, DMSO-d6) δ ppm 7.75 (1H), 7.48 (2H), 6.69 (1H), 5.43-5.56 (1H), 3.89 (m, 2H), 3.70 (m, 1H), 3.55 (m, 1H), 3.26 (m, 2H), 2.44 (m, 2H), 2.06 (m, 2H), 1.85 (m, 2H), 1.74-1.76 (m, 5H), 1.27-1.32 (m, 2H). m/z: 426 [M+H]